This data is from the Open Reaction Database (ORD), a public repository of structured organic reaction records. The task is: describe an organic reaction: reactants, conditions, products, and yield Starting materials: NC=1C(=NC(=CC1)Cl)C (3-amino-6-chloro-2-picoline), ice water, C(C)(=O)OC(C)=O (acetic anhydride), B(F)(F)F.CCOCC (boron trifluoride etherate), N(=O)OC(C)(C)C (tert-Butyl nitrite). The solvent is COCCOC (1,2-dimethoxyethane), CCCCCC (Hexane), COCCOC (1,2-dimethoxyethane). Run at temperature -15 celsius, time 15 minute. Yields the product ClC1=CC=C(C(=N1)C)OC(C)=O (acetic acid 6-chloro-2-methyl-pyridin-3-yl ester). The yield is 48.6%. As a reaction SMILES: B(F)(F)F.CCOCC.N[C:11]1[C:12]([CH3:18])=[N:13][C:14]([Cl:17])=[CH:15][CH:16]=1.N(OC(C)(C)C)=O.[C:26]([O:29]C(=O)C)(=[O:28])[CH3:27]>COCCOC.CCCCCC>[Cl:17][C:14]1[N:13]=[C:12]([CH3:18])[C:11]([O:29][C:26](=[O:28])[CH3:27])=[CH:16][CH:15]=1 |f:0.1|. Reported procedure: A mixture of boron trifluoride etherate (667 μL, 5.3 mmol) and 1,2-dimethoxyethane (2 mL) was cooled to −15° C. in an ice/acetonitrile bath and stirred at this temperature for 15 min under nitrogen. A solution of 3-amino-6-chloro-2-picoline (Oakwood Products, Inc., West Columbia, S.C., USA; 500 mg, 3.5 mmol) in 1,2-dimethoxyethane (16 mL) was added dropwise at −15° C. and the mixture was stirred at this temperature for 15 min. tert-Butyl nitrite (Aldrich Chemical Company, Inc., Milwaukee, Wis., ... Reactants: COc1ccc(S(=O)(=O)O)cc1OC(=O)c1ccccc1, Cc1ccccc1, O=S(Cl)Cl. Yields the product COc1ccc(S(=O)(=O)Cl)cc1OC(=O)c1ccccc1. Reaction SMILES: [C:1]([c:2]1[cH:3][cH:4][cH:5][cH:6][cH:7]1)(=[O:8])[O:9][c:10]1[cH:11][c:12]([S:18](=[O:19])(=[O:20])[OH:21])[cH:13][cH:14][c:15]1[O:16][CH3:17].[CH3:26][c:27]1[cH:28][cH:29][cH:30][cH:31][cH:32]1.[S:22]([Cl:23])([Cl:24])=[O:25]>>[C:1]([c:2]1[cH:3][cH:4][cH:5][cH:6][cH:7]1)(=[O:8])[O:9][c:10]1[cH:11][c:12]([S:18](=[O:19])(=[O:21])[Cl:24])[cH:13][cH:14][c:15]1[O:16][CH3:17]. Reactants: Behenic methyl esters, C(CCCCCCCCCCC\C=C/CCCCCCCC)(=O)O (erucic acid), C(CCCCCCCCCCC\C=C/CCCCCCCC)(=O)O (erucic acid), CO (methanol), C[O-].[Na+] (sodium methoxide), CO (methanol). Run in OCC(O)CO (glycerin), OCC(O)CO (glycerin), OCC(O)CO (glycerin). Reaction conditions: time 30 minute. Product: COC(CCCCCCCCCCCCCCCCCCCCC)=O (Behenic Methyl Ester). As a reaction SMILES: [C:1]([OH:24])(=[O:23])[CH2:2][CH2:3][CH2:4][CH2:5][CH2:6][CH2:7][CH2:8][CH2:9][CH2:10][CH2:11][CH2:12]/[CH:13]=[CH:14]\[CH2:15][CH2:16][CH2:17][CH2:18][CH2:19][CH2:20][CH2:21][CH3:22].[CH3:25]O.C[O-].[Na+]>OCC(CO)O>[CH3:25][O:23][C:1](=[O:24])[CH2:2][CH2:3][CH2:4][CH2:5][CH2:6][CH2:7][CH2:8][CH2:9][CH2:10][CH2:11][CH2:12][CH2:13][CH2:14][CH2:15][CH2:16][CH2:17][CH2:18][CH2:19][CH2:20][CH2:21][CH3:22] |f:2.3|. Reported procedure: Behenic methyl esters are made from hydrogenated high erucic acid rapeseed oil. About 870 grams of hydrogenated high erucic acid rapeseed oil, about 174 grams of methanol, and about 12.2 grams of sodium methoxide solution (25% in methanol) are added to a spherical 3-liter glass reactor. The reactor has a heating mantle, thermometer, temperature controller, reflux condenser, variable speed agitator, vacuum take-off, and bottom outlet. The mixture is reacted at about 65° C. for approximately 1.5 h... Starting materials: C1(CCCCC1)C(=O)N(CCN1CCN(CC1)C1=C(C=C(C=C1)[N+](=O)[O-])OC)C1=C(C=CC=C1)OC(F)(F)F (1-[N-cyclohexylcarbonyl-N-(2-trifluoromethoxyphenyl)-2-aminoethyl]-4-(2-methoxy-4-nitrophenyl)piperazine), [N+](=O)([O-])C1=C(C=CC=C1)N(CCN1CCN(CC1)C1=C(C=CC=C1)OC)C(=O)C1CCCCC1 (1-[N-(2-nitrophenyl)-N-cyclohexylcarbonyl-2-aminoethyl]-4-(2-methoxyphenyl) piperazine). Yields the product C1(CCCCC1)C(=O)N(CCN1CCN(CC1)C1=C(C=C(C=C1)N)OC)C1=C(C=CC=C1)OC(F)(F)F (1-[N-cyclohexylcarbonyl-N-(2-trifluoromethoxyphenyl)-2-aminoethyl]-4-(4-amino-2-methoxyphenyl)piperazine). Isolated yield 58.0%. As a reaction SMILES: [CH:1]1([C:7]([N:9]([C:29]2[CH:34]=[CH:33][CH:32]=[CH:31][C:30]=2[O:35][C:36]([F:39])([F:38])[F:37])[CH2:10][CH2:11][N:12]2[CH2:17][CH2:16][N:15]([C:18]3[CH:23]=[CH:22][C:21]([N+:24]([O-])=O)=[CH:20][C:19]=3[O:27][CH3:28])[CH2:14][CH2:13]2)=[O:8])[CH2:6][CH2:5][CH2:4][CH2:3][CH2:2]1.[N+](C1C=CC=CC=1N(C(C1CCCCC1)=O)CCN1CCN(C2C=CC=CC=2OC)CC1)([O-])=O>>[CH:1]1([C:7]([N:9]([C:29]2[CH:34]=[CH:33][CH:32]=[CH:31][C:30]=2[O:35][C:36]([F:38])([F:39])[F:37])[CH2:10][CH2:11][N:12]2[CH2:13][CH2:14][N:15]([C:18]3[CH:23]=[CH:22][C:21]([NH2:24])=[CH:20][C:19]=3[O:27][CH3:28])[CH2:16][CH2:17]2)=[O:8])[CH2:6][CH2:5][CH2:4][CH2:3][CH2:2]1. Reported procedure: The title compound was prepared according to the procedure reported in example 27, but substituting the compound of example 55 for the compound of example 2 and heating at reflux for 3 h. The residue was purified by flash chromatography (EtOAc). Yield: 58%. Starting materials: C(C)(=O)OCC (Ethyl acetate), BrC1=CC=C(C=C1)Cl (p-bromochlorobenzene), N1CCC(CC1)N(C(OC(C)(C)C)=O)C (tert-butyl (piperidin-4-yl)-N-methylcarbamate), CC(C)([O-])C.[Na+] (sodium tert-butoxide). The reagents and catalysts are C(C)(=O)[O-].[Pd+2].C(C)(=O)[O-] (palladium acetate), C1=CC=C(C=C1)P(C2=CC=CC=C2)C3=C(C4=CC=CC=C4C=C3)C5=C(C=CC6=CC=CC=C65)P(C7=CC=CC=C7)C8=CC=CC=C8 ((S)-(−)-BINAP). The solvent is O (water), C1(=CC=CC=C1)C (toluene). The product is ClC1=CC=C(C=C1)N1CCC(CC1)N(C(OC(C)(C)C)=O)C (tert-butyl N-[1-(4-chlorophenyl)piperidin-4-yl]-N-methylcarbamate). Yield: 134.0%. RXN SMILES: Br[C:2]1[CH:7]=[CH:6][C:5]([Cl:8])=[CH:4][CH:3]=1.[NH:9]1[CH2:14][CH2:13][CH:12]([N:15]([CH3:23])[C:16](=[O:22])[O:17][C:18]([CH3:21])([CH3:20])[CH3:19])[CH2:11][CH2:10]1.CC(C)([O-])C.[Na+].C(OCC)(=O)C>C1(C)C=CC=CC=1.C([O-])(=O)C.[Pd+2].C([O-])(=O)C.C1C=CC(P(C2C=CC3C(=CC=CC=3)C=2C2C3C(=CC=CC=3)C=CC=2P(C2C=CC=CC=2)C2C=CC=CC=2)C2C=CC=CC=2)=CC=1.O>[Cl:8][C:5]1[CH:6]=[CH:7][C:2]([N:9]2[CH2:10][CH2:11][CH:12]([N:15]([CH3:23])[C:16](=[O:22])[O:17][C:18]([CH3:19])([CH3:20])[CH3:21])[CH2:13][CH2:14]2)=[CH:3][CH:4]=1 |f:2.3,6.7.8|. Reported procedure: A mixture of p-bromochlorobenzene (3.13 g, 16.3 mmol), tert-butyl (piperidin-4-yl)-N-methylcarbamate (3.5 g, 10.8 mmol), palladium acetate (73 mg, 0.33 mmol), (S)-(−)-BINAP (305 mg, 0.49 mmol) and sodium tert-butoxide (2.2 g, 22.9 mmol) in toluene (30 ml) was refluxed under a nitrogen atmosphere for 3 hours. Ethyl acetate and water were added to the reaction mixture, the mixture was stirred for a while. The insoluble substances were removed by filtration through Celite, and the filtrate was extr...